Dataset: the Open Reaction Database (ORD), a public repository of structured organic reaction records. Task: describe an organic reaction: reactants, conditions, products, and yield Reactants: CN(/C=C/C(=O)C1=NN(C=CC1=O)C1=CC=C(C=C1)C(F)(F)F)C (3-((E)-3-Dimethylamino-acryloyl)-1-(4-trifluoromethyl-phenyl)-1H-pyridazin-4-one), ClC1=CC=C(C2=CC=CC=C12)NN ((4-chloro-naphthalen-1-yl)-hydrazine). Product: ClC1=CC=C(C2=CC=CC=C12)N1N=CC=C1C1=NN(C=CC1=O)C1=CC=C(C=C1)C(F)(F)F (3-[2-(4-Chloro-naphthalen-1-yl)-2H-pyrazol-3-yl]-1-(4-trifluoromethyl-phenyl)-1H-pyridazin-4-one). Reaction SMILES: CN(C)/[CH:3]=[CH:4]/[C:5]([C:7]1[C:12](=[O:13])[CH:11]=[CH:10][N:9]([C:14]2[CH:19]=[CH:18][C:17]([C:20]([F:23])([F:22])[F:21])=[CH:16][CH:15]=2)[N:8]=1)=O.[Cl:25][C:26]1[C:35]2[C:30](=[CH:31][CH:32]=[CH:33][CH:34]=2)[C:29]([NH:36][NH2:37])=[CH:28][CH:27]=1>>[Cl:25][C:26]1[C:35]2[C:30](=[CH:31][CH:32]=[CH:33][CH:34]=2)[C:29]([N:36]2[C:5]([C:7]3[C:12](=[O:13])[CH:11]=[CH:10][N:9]([C:14]4[CH:19]=[CH:18][C:17]([C:20]([F:22])([F:21])[F:23])=[CH:16][CH:15]=4)[N:8]=3)=[CH:4][CH:3]=[N:37]2)=[CH:28][CH:27]=1. Procedure details: The product was obtained starting from 3-((E)-3-Dimethylamino-acryloyl)-1-(4-trifluoromethyl-phenyl)-1H-pyridazin-4-one (A-22) and (4-chloro-naphthalen-1-yl)-hydrazine according to the method described for example 1. MS: M=467.2 (M+H)+